This data is from the Open Reaction Database (ORD), a public repository of structured organic reaction records. The task is: describe an organic reaction: reactants, conditions, products, and yield Starting materials: C(C)(C)(C)OC(=O)N[C@H](CN1CCN(CC1)C(C1=C(C(=CC=C1)C)C)=O)CSC(C1=CC=CC=C1)(C1=CC=CC=C1)C1=CC=CC=C1 (1-(2(R)-tert-Butoxycarbonylamino-3-triphenylmethylthiopropyl)-4-(2,3-dimethylbenzoyl)piperazine), C(C)[SiH](CC)CC (triethylsilane), C(Cl)Cl (methylene chloride), Solvent A, Solvent A, FC(C(=O)O)(F)F (trifluoroacetic acid), Solvent B. Reaction conditions: temperature 20 celsius, time 30 minute. Product: Cl.Cl.N[C@H](CN1CCN(CC1)C(C1=C(C(=CC=C1)C)C)=O)CS (1-(2(R)-Amino-3-mercaptopropyl)-4-(2,3-dimethylbenzoyl)piperazine dihydrochloride). Reaction SMILES: C(OC([NH:8][C@@H:9]([CH2:27][S:28]C(C1C=CC=CC=1)(C1C=CC=CC=1)C1C=CC=CC=1)[CH2:10][N:11]1[CH2:16][CH2:15][N:14]([C:17](=[O:26])[C:18]2[CH:23]=[CH:22][CH:21]=[C:20]([CH3:24])[C:19]=2[CH3:25])[CH2:13][CH2:12]1)=O)(C)(C)C.C([SiH](CC)CC)C.FC(F)(F)C(O)=O.C(Cl)[Cl:63]>>[ClH:63].[ClH:63].[NH2:8][C@@H:9]([CH2:27][SH:28])[CH2:10][N:11]1[CH2:16][CH2:15][N:14]([C:17](=[O:26])[C:18]2[CH:23]=[CH:22][CH:21]=[C:20]([CH3:24])[C:19]=2[CH3:25])[CH2:13][CH2:12]1 |f:4.5.6|. Reported procedure: The product from step D and triethylsilane (0.54 mL, 3.4 mmol) were dissolved in methylene chloride (6 mL). To this solution was added trifluoroacetic acid (3 mL) and the reaction stirred at 20° C. for 30 min. The reaction was evaporated to dryness and partitioned between hexane and water. The aqueous phase was injected onto a 40×100 mm Waters PrepPak® reverse phase HPLC column (Delta-Pak™ C18 15 μm, 100 Å), and pure product isolated by gradient elution using 100% Solvent A (0.1% trifluoroacetic... The reactants are ClC=1C(=CC2=C(C(C(O2)=O)C)C1)N(CC1=CC=CC=C1)CC1=CC=CC=C1 (5-chloro-6-dibenzylamino-3-methylbenzofuran-2(3H)-one), [H][H] (hydrogen). Reagents/catalysts: [Pd] (palladium-on-carbon). Solvent: O1CCOCC1 (dioxane). Yields the product NC1=CC2=C(C(C(O2)=O)C)C=C1Cl (6-amino-5-chloro-3-methylbenzofuran-2(3H)-one). Reaction SMILES: [Cl:1][C:2]1[C:3]([N:13](CC2C=CC=CC=2)CC2C=CC=CC=2)=[CH:4][C:5]2[O:9][C:8](=[O:10])[CH:7]([CH3:11])[C:6]=2[CH:12]=1.[H][H]>O1CCOCC1.[Pd]>[NH2:13][C:3]1[C:2]([Cl:1])=[CH:12][C:6]2[CH:7]([CH3:11])[C:8](=[O:10])[O:9][C:5]=2[CH:4]=1. Procedure: A solution of 21.8 g (0.058 mole) of 5-chloro-6-dibenzylamino-3-methylbenzofuran-2(3H)-one in 220 ml of dioxane is reduced with 2.0 g of palladium-on-carbon (5% strength) at room temperature with hydrogen without superatmospheric pressure. After absorption of the theoretical amount of hydrogen the catalyst is removed by filtration and the dioxane is evaporated off in vacuo. 20 ml of cold methanol are added to the residue and the precipitate is filtered off. 6-amino-5-chloro-3-methylbenzofuran-2(... The reactants are 2-benzyloxyalkyl p-toluenesulfonate, [H-].[Na+] (sodium hydride), COCCOC (ethylene glycol dimethyl ether), C(C1=CC=CC=C1)OCCO (2-benzyloxyethanol), C=1(C(=CC=CC1)S(=O)(=O)Cl)C (toluene sulfonyl chloride). Product: C1(=CC=C(C=C1)S(=O)(=O)OCCOCC1=CC=CC=C1)C (2-benzyloxyethyl p-toluenesulfonate). RXN SMILES: [CH2:1]([O:8][CH2:9][CH2:10][OH:11])[C:2]1[CH:7]=[CH:6][CH:5]=[CH:4][CH:3]=1.[C:12]1(C)[C:13]([S:18](Cl)(=[O:20])=[O:19])=[CH:14][CH:15]=[CH:16][CH:17]=1.[H-].[Na+].[CH3:25]OCCOC>>[C:16]1([CH3:25])[CH:17]=[CH:12][C:13]([S:18]([O:11][CH2:10][CH2:9][O:8][CH2:1][C:2]2[CH:7]=[CH:6][CH:5]=[CH:4][CH:3]=2)(=[O:19])=[O:20])=[CH:14][CH:15]=1 |f:2.3|. Procedure details: The 2-benzyloxyalkyl p-toluenesulfonate used in step (a) may be prepared by conventional techniques from commercially available material. For example, a solution of 2-benzyloxyethanol and toluene sulfonyl chloride may be added to a slurry of sodium hydride in ethylene glycol dimethyl ether cooled (e.g. using an ice bath) under a nitrogen atmosphere. After the addition, the mixture is warmed and allowed to react at room temperature. Crude 2-benzyloxyethyl p-toluenesulfonate may be obtained from t... Starting materials: C(C=C)(=O)O (acrylic acid), monomer, C(\C=C/C(=O)O)(=O)O (maleic acid), C1([C@H]2[C@@H](C(=O)O1)CC=CC2)=O (cis-1,2,3,6-tetrahydrophthalic anhydride), ferrous sulfate heptahydrate, S(=O)(=O)([O-])[O-] (sulfate), [OH-].[Na+] (sodium hydroxide), initiator. Solvent: O (water), O (water). Conditions: temperature 95 celsius, time 2 minute. The product is S(=O)(=O)([O-])OOS(=O)(=O)[O-].[Na+].[Na+] (sodium persulfate), OO (hydrogen peroxide). As a reaction SMILES: C(O)(=O)/C=C\C(O)=[O:5].C1(=O)OC(=O)[C@H]2CC=CC[C@@H]12.[S:20]([O-:24])([O-:23])(=[O:22])=[O:21].[OH-:25].[Na+:26].C(O)(=O)C=C>O>[S:20]([O:24][O:25][S:20]([O-:23])(=[O:22])=[O:21])([O-:23])(=[O:22])=[O:21].[Na+:26].[Na+:26].[OH:25][OH:5] |f:3.4,7.8.9|. Procedure: To a two liter, 4-neck flask equipped with a mechanical stirrer, reflux condenser, thermometer, and inlets for the gradual addition of monomer and initiator solution was added 90.0 grams of deionized water, 62.5 grams of maleic acid, 67.07 grams of cis-1,2,3,6-tetrahydrophthalic anhydride, 5.0 grams of a 0.15% aqueous ferrous sulfate heptahydrate solution, 1.3 grams of a 0.15% aqueous coppper sulfate solution and 117.5 grams of 50% by weight aqueous sodium hydroxide. The contents of the flask we...